From a dataset of the Open Reaction Database (ORD), a public repository of structured organic reaction records. describe an organic reaction: reactants, conditions, products, and yield Isolated yield 83.7%. As a reaction SMILES: [CH:1]1[C:10]2[C:5](=[CH:6][CH:7]=[CH:8][CH:9]=2)[CH:4]=[C:3]([NH:11][C:12]2[O:13][C@@:14]3([CH2:22][N:23]=2)[CH:19]2[CH2:20][CH2:21][N:16]([CH2:17][CH2:18]2)[CH2:15]3)[N:2]=1.ClC1C=C(C=CC=1)C(OO)=[O:29]>>[CH:1]1[C:10]2[C:5](=[CH:6][CH:7]=[CH:8][CH:9]=2)[CH:4]=[C:3]([NH:11][C:12]2[O:13][C@@:14]3([CH2:22][N:23]=2)[CH:19]2[CH2:18][CH2:17][N+:16]([O-:29])([CH2:21][CH2:20]2)[CH2:15]3)[N:2]=1. Product: C1=NC(=CC2=CC=CC=C12)NC=1O[C@@]2(C[N+]3(CCC2CC3)[O-])CN1 ((R)-2-(isoquinolin-3-ylamino)-4H-1′-azaspiro[oxazole-5,3′-bicyclo[2.2.2]octane]1′-oxide). Reactants: C1=NC(=CC2=CC=CC=C12)NC=1O[C@@]2(CN3CCC2CC3)CN1 ((S)—N-(isoquinolin-3-yl)-4H-1′-azaspiro[oxazole-5,3′-bicyclo[2.2.2]octan]-2-amine), ClC=1C=C(C(=O)OO)C=CC1 (3-chlorobenzoperoxoic acid). Procedure details: By a method similar to that used in Example 1, (S)—N-(isoquinolin-3-yl)-4H-1′-azaspiro[oxazole-5,3′-bicyclo[2.2.2]octan]-2-amine (108 mg, 0.350 mmol) and 3-chlorobenzoperoxoic acid (72.5 mg, 0.420 mmol) gave (R)-2-(isoquinolin-3-ylamino)-4H-1′-azaspiro[oxazole-5,3′-bicyclo[2.2.2]octane]1′-oxide (95 mg, 83% yield). 1H NMR (500 MHz, MeOD) δ ppm 9.04 (1H, s), 7.97 (1H, d, J=8.24 Hz), 7.76 (1H, d, J=8.24 Hz), 7.61-7.67 (1H, m), 7.44-7.49 (2H, m), 4.03 (1H, d, J=10.99 Hz), 3.87 (1H, d, J=10.99 Hz), 3... Reactants: FC1=C2C=C(NC2=CC=C1OC1=NC=NN2C1=C(C(=C2)O)C)C (4-(4-fluoro-2-methyl-1H-indol-5-yloxy)-5-methylpyrrolo[2,1-f][1,2,4]triazin-6-ol), C(Cl)C1CO1 (epichlorohydrin), C([O-])([O-])=O.[K+].[K+] (potassium carbonate). Run in CN(C)C=O (DMF). Reaction conditions: temperature 50 celsius, time 6 hour. The product is FC1=C2C=C(NC2=CC=C1OC1=NC=NN2C1=C(C(=C2)OCC2OC2)C)C (4-(4-Fluoro-2-methyl-1H-indol-5-yloxy)-5-methyl-6-oxiranylmethoxypyrrolo[2,1-f][1,2,4]triazine). Yield: 80.6%. RXN SMILES: [F:1][C:2]1[C:10]([O:11][C:12]2[C:17]3=[C:18]([CH3:22])[C:19]([OH:21])=[CH:20][N:16]3[N:15]=[CH:14][N:13]=2)=[CH:9][CH:8]=[C:7]2[C:3]=1[CH:4]=[C:5]([CH3:23])[NH:6]2.[CH2:24]([CH:26]1[O:28][CH2:27]1)Cl.C(=O)([O-])[O-].[K+].[K+]>CN(C=O)C>[F:1][C:2]1[C:10]([O:11][C:12]2[C:17]3=[C:18]([CH3:22])[C:19]([O:21][CH2:24][CH:26]4[CH2:27][O:28]4)=[CH:20][N:16]3[N:15]=[CH:14][N:13]=2)=[CH:9][CH:8]=[C:7]2[C:3]=1[CH:4]=[C:5]([CH3:23])[NH:6]2 |f:2.3.4|. Procedure: A mixture of 4-(4-fluoro-2-methyl-1H-indol-5-yloxy)-5-methylpyrrolo[2,1-f][1,2,4]triazin-6-ol (Example 1), (200 mg, 0.64 mmol), epichlorohydrin (297 mg, 3.21 mmol) and potassium carbonate (445 mg, 3.21 mmol) in DMF (1 ml) was stirred at 50° C. for 6 h. After cooling to RT and concentration in vacuo the crude material was purified by chromatography on silica gel eluting with 50% ethyl acetate in hexanes to afford the title compound (190 mg, 81%) as a yellowish solid. MS: (M+H)+=369.